This data is from the Open Reaction Database (ORD), a public repository of structured organic reaction records. The task is: describe an organic reaction: reactants, conditions, products, and yield Reactants: C1CCOC1, CCOC(=O)C(C#N)C1CC1, [Na+], [OH-]. Product: N#CC(C(=O)O)C1CC1. RXN SMILES: [CH2:14]1[O:15][CH2:16][CH2:17][CH2:18]1.[CH2:3]([CH3:4])[O:5][C:6]([CH:7]([CH:8]1[CH2:9][CH2:10]1)[C:11]#[N:12])=[O:13].[Na+:2].[OH-:1]>>[O:5]=[C:6]([CH:7]([CH:8]1[CH2:9][CH2:10]1)[C:11]#[N:12])[OH:13]. Starting materials: CCOCCCCCBr, CCOCC, [Cl-], CCOC(=O)C(F)(F)F, [Mg], [NH4+]. The product is CCOCCCCCC(=O)C(F)(F)F. Reaction SMILES: [CH2:2]([CH3:3])[O:4][CH2:5][CH2:6][CH2:7][CH2:8][CH2:9][Br:10].[CH3:22][CH2:23][O:24][CH2:25][CH3:26].[Cl-:20].[F:11][C:12]([C:13](=[O:14])[O:15][CH2:16][CH3:17])([F:18])[F:19].[Mg:1].[NH4+:21]>>[CH2:2]([CH3:3])[O:4][CH2:5][CH2:6][CH2:7][CH2:8][CH2:9][C:13]([C:12]([F:11])([F:18])[F:19])=[O:14]. Starting materials: CCOC(=O)C1CCC(O)CC1, C1CCOC1, CC(=O)N(c1ccc(Cl)cc1)C1CC(C)N(C(=O)c2ccc(O)cc2)c2ccccc21, CCOC(=O)N=NC(=O)OCC, c1ccc(P(c2ccccc2)c2ccccc2)cc1. Product: CCOC(=O)C1CCC(Oc2ccc(C(=O)N3c4ccccc4C(N(C(C)=O)c4ccc(Cl)cc4)CC3C)cc2)CC1. Reaction SMILES: [CH2:63]([CH3:64])[O:65][C:66](=[O:67])[CH:68]1[CH2:69][CH2:70][CH:71]([OH:74])[CH2:72][CH2:73]1.[CH2:75]1[O:76][CH2:77][CH2:78][CH2:79]1.[Cl:32][c:33]1[cH:34][cH:35][c:36]([N:39]([C:40]([CH3:41])=[O:42])[CH:43]2[CH2:44][CH:45]([CH3:62])[N:46]([C:53]([c:54]3[cH:55][cH:56][c:57]([OH:60])[cH:58][cH:59]3)=[O:61])[c:47]3[cH:48][cH:49][cH:50][cH:51][c:52]32)[cH:37][cH:38]1.[O:1]=[C:2]([O:3][CH2:4][CH3:5])[N:6]=[N:7][C:8]([O:9][CH2:10][CH3:11])=[O:12].[c:13]1([P:14]([c:15]2[cH:16][cH:17][cH:18][cH:19][cH:20]2)[c:21]2[cH:22][cH:23][cH:24][cH:25][cH:26]2)[cH:27][cH:28][cH:29][cH:30][cH:31]1>>[Cl:32][c:33]1[cH:34][cH:35][c:36]([N:39]([C:40]([CH3:41])=[O:42])[CH:43]2[CH2:44][CH:45]([CH3:62])[N:46]([C:53]([c:54]3[cH:55][cH:56][c:57]([O:60][CH:71]4[CH2:70][CH2:69][CH:68]([C:66]([O:65][CH2:63][CH3:64])=[O:67])[CH2:73][CH2:72]4)[cH:58][cH:59]3)=[O:61])[c:47]3[cH:48][cH:49][cH:50][cH:51][c:52]32)[cH:37][cH:38]1. Starting materials: C=CCC1(c2ccc(N3CC(COC(=O)CCC)OC3=O)cc2)Cn2cc([N+](=O)[O-])nc2O1, CO, ClCCl, [K+], [K+], O=C([O-])[O-]. Product: C=CCC1(c2ccc(N3CC(CO)OC3=O)cc2)Cn2cc([N+](=O)[O-])nc2O1. As a reaction SMILES: [CH2:1]([CH:2]=[CH2:3])[C:4]1([c:15]2[cH:16][cH:17][c:18]([N:21]3[C:22](=[O:33])[O:23][CH:24]([CH2:26][O:27][C:28](=[O:29])[CH2:30][CH2:31][CH3:32])[CH2:25]3)[cH:19][cH:20]2)[CH2:5][n:6]2[c:7]([n:9][c:10]([N+:12](=[O:13])[O-:14])[cH:11]2)[O:8]1.[CH3:40][OH:41].[Cl:42][CH2:43][Cl:44].[K+:34].[K+:35].[O-:36][C:37]([O-:38])=[O:39]>>[CH2:1]([CH:2]=[CH2:3])[C:4]1([c:15]2[cH:16][cH:17][c:18]([N:21]3[C:22](=[O:33])[O:23][CH:24]([CH2:26][OH:27])[CH2:25]3)[cH:19][cH:20]2)[CH2:5][n:6]2[c:7]([n:9][c:10]([N+:12](=[O:13])[O-:14])[cH:11]2)[O:8]1. The reactants are Brc1ccnnc1, Cc1ccc(C(=O)O)cc1B1OC(C)(C)C(C)(C)O1, [Na+], [Na+], O=C([O-])[O-], C1COCCO1, O. Yields the product Cc1ccc(C(=O)O)cc1-c1ccnnc1. RXN SMILES: [Br:1][c:2]1[cH:3][n:4][n:5][cH:6][cH:7]1.[CH3:8][c:9]1[c:10]([B:18]2[O:19][C:20]([CH3:21])([CH3:22])[C:23]([CH3:24])([CH3:25])[O:26]2)[cH:11][c:12]([C:13](=[O:14])[OH:15])[cH:16][cH:17]1.[Na+:27].[Na+:28].[O-:29][C:30](=[O:31])[O-:32].[O:33]1[CH2:34][CH2:35][O:36][CH2:37][CH2:38]1.[OH2:39]>>[c:2]1(-[c:10]2[c:9]([CH3:8])[cH:17][cH:16][c:12]([C:13](=[O:14])[OH:15])[cH:11]2)[cH:3][n:4][n:5][cH:6][cH:7]1. The reactants are C(#N)C1=CC=C2CCC(C(C2=C1)CC1=CC(=C(C=C1)Cl)Cl)NC(OC(C)(C)C)=O (tert-Butyl [7-cyano-1-(3,4-dichlorobenzyl)-1,2,3,4-tetrahydronaphthalen-2-yl]carbamate). Reagents/catalysts: [Ni] (Raney nickel). The solvent is CO (methanol). Run at time 4 hour. Product: NCC1=CC=C2CCC(C(C2=C1)CC1=CC(=C(C=C1)Cl)Cl)NC(OC(C)(C)C)=O (tert-Butyl [7-(aminomethyl)-1-(3,4-dichlorobenzyl)-1,2,3,4-tetrahydronaphthalen-2-yl]carbamate). As a reaction SMILES: [C:1]([C:3]1[CH:12]=[C:11]2[C:6]([CH2:7][CH2:8][CH:9]([NH:22][C:23](=[O:29])[O:24][C:25]([CH3:28])([CH3:27])[CH3:26])[CH:10]2[CH2:13][C:14]2[CH:19]=[CH:18][C:17]([Cl:20])=[C:16]([Cl:21])[CH:15]=2)=[CH:5][CH:4]=1)#[N:2]>CO.[Ni]>[NH2:2][CH2:1][C:3]1[CH:12]=[C:11]2[C:6]([CH2:7][CH2:8][CH:9]([NH:22][C:23](=[O:29])[O:24][C:25]([CH3:27])([CH3:26])[CH3:28])[CH:10]2[CH2:13][C:14]2[CH:19]=[CH:18][C:17]([Cl:20])=[C:16]([Cl:21])[CH:15]=2)=[CH:5][CH:4]=1. Reported procedure: tert-Butyl [7-cyano-1-(3,4-dichlorobenzyl)-1,2,3,4-tetrahydronaphthalen-2-yl]carbamate (30 mg, 0.07 mmol, cf. example 34d) were dissolved in methanol (3 mL). Raney nickel (10 mg) was added and the reaction mixture stirred at room temperature under an atmosphere of hydrogen for 4 h. The catalyst was removed by filtration and the methanol was evaporated in vacuo. Yield: 18 mg (0.041 mmol, 59%).